Dataset: the Open Reaction Database (ORD), a public repository of structured organic reaction records. Task: describe an organic reaction: reactants, conditions, products, and yield Starting materials: O=C([O-])[O-], COc1cccc2c(=O)c3c(O)cc(OCc4ccccc4)cc3oc12, CI, CCO, [Cs+], [Cs+], CN(C)C=O. Product: COc1cccc2c(=O)c3c(OC)cc(OCc4ccccc4)cc3oc12. As a reaction SMILES: [C:1]([O-:2])([O-:3])=[O:4].[CH2:7]([c:8]1[cH:9][cH:10][cH:11][cH:12][cH:13]1)[O:14][c:15]1[cH:16][c:17]([OH:32])[c:18]2[c:19](=[O:31])[c:20]3[cH:21][cH:22][cH:23][c:24]([O:29][CH3:30])[c:25]3[o:26][c:27]2[cH:28]1.[CH3:33][I:34].[CH3:35][CH2:36][OH:37].[Cs+:5].[Cs+:6].[O:38]=[CH:39][N:40]([CH3:41])[CH3:42]>>[CH3:1][O:4][c:17]1[cH:16][c:15]([O:14][CH2:7][c:8]2[cH:9][cH:10][cH:11][cH:12][cH:13]2)[cH:28][c:27]2[c:18]1[c:19](=[O:31])[c:20]1[cH:21][cH:22][cH:23][c:24]([O:29][CH3:30])[c:25]1[o:26]2. The reactants are Intermediate 32, BrC=1C(=NN(C1)CC)C1=CC=C(C=C1)NC(N(C)C)=O (N′-[4-(4-bromo-1-ethyl-1H-pyrazol-3-yl)phenyl]-N,N-dimethylurea), BrC1=C2C(=NC=C1)N(C(=C2)C2=CC=C(C=C2)NS(=O)(=O)C)S(=O)(=O)C2=CC=CC=C2 (N-{4-[4-bromo-1-(phenylsulfonyl)-1H-pyrrolo[2,3-b]pyridin-2-yl]phenyl}methanesulfonamide), Intermediate 100. Yields the product CN(C(=O)NC1=CC=C(C=C1)C1=NN(C=C1C1=C2C(=NC=C1)N(C(=C2)C2=CC=C(C=C2)NS(=O)(=O)C)S(=O)(=O)C2=CC=CC=C2)CC)C (N-{4-[4-[3-(4-{[(dimethylamino)carbonyl]amino}phenyl)-1-ethyl-1H-pyrazol-4-yl]-1-(phenylsulfonyl)-1H-pyrrolo[2,3-b]pyridin-2-yl]phenyl}methanesulfonamide). Reaction SMILES: Br[C:2]1[CH:7]=[CH:6][N:5]=[C:4]2[N:8]([S:22]([C:25]3[CH:30]=[CH:29][CH:28]=[CH:27][CH:26]=3)(=[O:24])=[O:23])[C:9]([C:11]3[CH:16]=[CH:15][C:14]([NH:17][S:18]([CH3:21])(=[O:20])=[O:19])=[CH:13][CH:12]=3)=[CH:10][C:3]=12.Br[C:32]1[C:33]([C:39]2[CH:44]=[CH:43][C:42]([NH:45][C:46](=[O:50])[N:47]([CH3:49])[CH3:48])=[CH:41][CH:40]=2)=[N:34][N:35]([CH2:37][CH3:38])[CH:36]=1>>[CH3:48][N:47]([CH3:49])[C:46]([NH:45][C:42]1[CH:43]=[CH:44][C:39]([C:33]2[C:32]([C:2]3[CH:7]=[CH:6][N:5]=[C:4]4[N:8]([S:22]([C:25]5[CH:26]=[CH:27][CH:28]=[CH:29][CH:30]=5)(=[O:23])=[O:24])[C:9]([C:11]5[CH:16]=[CH:15][C:14]([NH:17][S:18]([CH3:21])(=[O:19])=[O:20])=[CH:13][CH:12]=5)=[CH:10][C:3]=34)=[CH:36][N:35]([CH2:37][CH3:38])[N:34]=2)=[CH:40][CH:41]=1)=[O:50]. Reported procedure: Following the procedure described for Intermediate 32 with N-{4-[4-bromo-1-(phenylsulfonyl)-1H-pyrrolo[2,3-b]pyridin-2-yl]phenyl}methanesulfonamide. Using this product crude and following the procedure described in Intermediate 100 with N′-[4-(4-bromo-1-ethyl-1H-pyrazol-3-yl)phenyl]-N,N-dimethylurea provided the title product. ESMS [M+H]+: 684.6 The reactants are O (water), C(=O)([O-])[O-].[K+].[K+] (K2CO3), BrCC1=C(C=C(C=C1)C(F)(F)F)C(F)(F)F (1-(bromomethyl)-2,4-bis(trifluoromethyl)benzene), OC1=CC=C2C=C(COC2=C1)C=O (7-Hydroxy-2H-chromene-3-carbaldehyde). The solvent is CN(C)C=O (DMF). Run at temperature 80 celsius, time 30 minute. Product: FC(C1=C(COC2=CC=C3C=C(COC3=C2)C=O)C=CC(=C1)C(F)(F)F)(F)F (7-{[2,4-bis(trifluoromethyl)benzyl]oxy}-2H-chromene-3-carbaldehyde). Reaction SMILES: [OH:1][C:2]1[CH:11]=[C:10]2[C:5]([CH:6]=[C:7]([CH:12]=[O:13])[CH2:8][O:9]2)=[CH:4][CH:3]=1.C([O-])([O-])=O.[K+].[K+].Br[CH2:21][C:22]1[CH:27]=[CH:26][C:25]([C:28]([F:31])([F:30])[F:29])=[CH:24][C:23]=1[C:32]([F:35])([F:34])[F:33].O>CN(C=O)C>[F:33][C:32]([F:34])([F:35])[C:23]1[CH:24]=[C:25]([C:28]([F:31])([F:29])[F:30])[CH:26]=[CH:27][C:22]=1[CH2:21][O:1][C:2]1[CH:11]=[C:10]2[C:5]([CH:6]=[C:7]([CH:12]=[O:13])[CH2:8][O:9]2)=[CH:4][CH:3]=1 |f:1.2.3|. Procedure details: 7-Hydroxy-2H-chromene-3-carbaldehyde (200 mg) was dissolved in DMF (5 mL), and K2CO3 (235 mg) and 1-(bromomethyl)-2,4-bis(trifluoromethyl)benzene (0.234 mL) were added thereto, followed by stirring at 80° C. for 30 minutes. The reaction liquid was poured into water, and the resulting powder was collected by filtration and dried under reduced pressure to obtain 7-{[2,4-bis(trifluoromethyl)benzyl]oxy}-2H-chromene-3-carbaldehyde (455 mg) as a pale yellow powder. The reactants are COC=1C=C(C=C(C1)C(F)(F)F)B(O)O (3-Methoxy-5-trifluoromethylbenzeneboronic acid), FC=1C=C(C=C(C1NS(=O)(=O)C)F)C(C)NC(=O)C=1N=C(OC1)Cl (2-chloro-oxazole-4-carboxylic acid [1-(3,5-difluoro-4-methanesulfonylaminophenyl)-ethyl]-amide), C(=O)([O-])[O-].[Cs+].[Cs+] (Cs2CO3). Reagents/catalysts: Cl[Pd]([P](C1=CC=CC=C1)(C2=CC=CC=C2)C3=CC=CC=C3)([P](C4=CC=CC=C4)(C5=CC=CC=C5)C6=CC=CC=C6)Cl (Pd(PPh3)2Cl2). Yields the product FC=1C=C(C=C(C1NS(=O)(=O)C)F)C(C)NC(=O)C=1N=C(OC1)C1=CC(=CC(=C1)C(F)(F)F)OC (2-(3-Methoxy-5-trifluoromethyl-phenyl)-oxazole-4-carboxylic acid [1-(3,5-difluoro-4-methanesulfonylamino-phenyl)-ethyl]-amide). Isolated yield 22.2%. As a reaction SMILES: [CH3:1][O:2][C:3]1[CH:4]=[C:5](B(O)O)[CH:6]=[C:7]([C:9]([F:12])([F:11])[F:10])[CH:8]=1.[F:16][C:17]1[CH:18]=[C:19]([CH:29]([NH:31][C:32]([C:34]2[N:35]=[C:36](Cl)[O:37][CH:38]=2)=[O:33])[CH3:30])[CH:20]=[C:21]([F:28])[C:22]=1[NH:23][S:24]([CH3:27])(=[O:26])=[O:25].C([O-])([O-])=O.[Cs+].[Cs+]>Cl[Pd](Cl)([P](C1C=CC=CC=1)(C1C=CC=CC=1)C1C=CC=CC=1)[P](C1C=CC=CC=1)(C1C=CC=CC=1)C1C=CC=CC=1>[F:28][C:21]1[CH:20]=[C:19]([CH:29]([NH:31][C:32]([C:34]2[N:35]=[C:36]([C:5]3[CH:6]=[C:7]([C:9]([F:12])([F:11])[F:10])[CH:8]=[C:3]([O:2][CH3:1])[CH:4]=3)[O:37][CH:38]=2)=[O:33])[CH3:30])[CH:18]=[C:17]([F:16])[C:22]=1[NH:23][S:24]([CH3:27])(=[O:26])=[O:25] |f:2.3.4,^1:48,67|. Procedure: 3-Methoxy-5-trifluoromethylbenzeneboronic acid (34 mg, 0.16 mmol) and 2-chloro-oxazole-4-carboxylic acid [1-(3,5-difluoro-4-methanesulfonylaminophenyl)-ethyl]-amide (30 mg, 0.078 mmol) was reacted using Pd(PPh3)2Cl2 (7 mg, 0.01 mmol), Cs2CO3 (30 mg, 0.25 mmol) as described above to give the title compound (9 mg, 22%) after purification by flash chromatography on silica gel (% EtOAc in hexane=12%˜100%). Reactants: CC(C)(C)OC(=O)C=Cc1ccc(C=O)cn1, CCO, [K+], [OH-], CC(=O)c1ccc(CO)cc1. Yields the product CC(C)(C)OC(=O)C=Cc1ccc(C=CC(=O)c2ccc(CO)cc2)cn1. Reaction SMILES: [C:12]([CH3:13])([CH3:14])([CH3:15])[O:16][C:17]([CH:18]=[CH:19][c:20]1[n:21][cH:22][c:23]([CH:26]=[O:27])[cH:24][cH:25]1)=[O:28].[CH3:31][CH2:32][OH:33].[K+:30].[OH-:29].[OH:1][CH2:2][c:3]1[cH:4][cH:5][c:6]([C:9]([CH3:10])=[O:11])[cH:7][cH:8]1>>[OH:1][CH2:2][c:3]1[cH:4][cH:5][c:6]([C:9]([CH:10]=[CH:26][c:23]2[cH:22][n:21][c:20]([CH:19]=[CH:18][C:17]([O:16][C:12]([CH3:13])([CH3:14])[CH3:15])=[O:28])[cH:25][cH:24]2)=[O:11])[cH:7][cH:8]1.